Task: describe an organic reaction: reactants, conditions, products, and yield. Dataset: the Open Reaction Database (ORD), a public repository of structured organic reaction records The reactants are 20, NC=1C=C(C=CC1N)C(=O)C1=CC(=CC=C1)F ((3,4-diaminophenyl) (3-fluorophenyl) methanone), Cl.C(C)(OCC)=N (ethyl ethanimidate hydrochloride). Solvent: CO (methanol). Run at time 17 hour. The product is 15.6, CC1=NC2=C(N1)C=CC(=C2)C=O ((2-methyl-1H-benzimidazol-5-yl)methanone). RXN SMILES: [NH2:1][C:2]1[CH:3]=[C:4]([C:9](C2C=CC=C(F)C=2)=[O:10])[CH:5]=[CH:6][C:7]=1[NH2:8].Cl.[C:19](=N)(OCC)[CH3:20]>CO>[CH3:19][C:20]1[NH:8][C:7]2[CH:6]=[CH:5][C:4]([CH:9]=[O:10])=[CH:3][C:2]=2[N:1]=1 |f:1.2|. Reported procedure: (a-1) A mixture of 20 parts of (3,4-diaminophenyl) (3-fluorophenyl) methanone, 27 parts of ethyl ethanimidate hydrochloride and 80 parts of methanol was stirred for 17 hours at reflux temperature. The reaction mixture was filtered and the filtrate was evaporated. The residue was taken up in a potassium carbonate solution 10% and the product was extracted with ethyl acetate. The extract was dried, filtered and evaporated. The residue was purified by column chromatography over silica gel using a m... Starting materials: CC(C)(C)OC(=O)N1CC(O)C(N2CCCN(c3ccc(Cl)cc3)CC2)C1, ClCCl, Cl, C1COCCO1. The product is OC1CNCC1N1CCCN(c2ccc(Cl)cc2)CC1. Reaction SMILES: [C:1]([O:2][C:3](=[O:4])[N:8]1[CH2:9][CH:10]([N:14]2[CH2:15][CH2:16][N:17]([c:21]3[cH:22][cH:23][c:24]([Cl:27])[cH:25][cH:26]3)[CH2:18][CH2:19][CH2:20]2)[CH:11]([OH:13])[CH2:12]1)([CH3:5])([CH3:6])[CH3:7].[CH2:35]([Cl:36])[Cl:37].[ClH:28].[O:29]1[CH2:30][CH2:31][O:32][CH2:33][CH2:34]1>>[NH:8]1[CH2:9][CH:10]([N:14]2[CH2:15][CH2:16][N:17]([c:21]3[cH:22][cH:23][c:24]([Cl:27])[cH:25][cH:26]3)[CH2:18][CH2:19][CH2:20]2)[CH:11]([OH:13])[CH2:12]1. The reactants are C(C)(=O)NC(C(=O)O)(CCCN)C(F)F (2-acetylamino-5-amino-2-difluoromethylpentanoic acid), Br.C(C)[NH+]=C(S)N (ethylthiouroniumhydrobromide), Cl (hydrochloric acid). Solvent: [OH-].[Na+] (sodium hydroxide), [OH-].[Na+] (sodium hydroxide). Yields the product C(C)(=O)NC(C(=O)O)(CCCNC(=N)N)C(F)F (2-acetylamino-2-difluoromethyl-5-guanidinopentanoic acid). As a reaction SMILES: [C:1]([NH:4][C:5]([CH:13]([F:15])[F:14])([CH2:9][CH2:10][CH2:11][NH2:12])[C:6]([OH:8])=[O:7])(=[O:3])[CH3:2].Br.C([NH+:19]=[C:20]([NH2:22])S)C.Cl>[OH-].[Na+]>[C:1]([NH:4][C:5]([CH:13]([F:14])[F:15])([CH2:9][CH2:10][CH2:11][NH:12][C:20]([NH2:22])=[NH:19])[C:6]([OH:8])=[O:7])(=[O:3])[CH3:2] |f:1.2,4.5|. Reported procedure: To a solution of 2-acetylamino-5-amino-2-difluoromethylpentanoic acid (0.45 g) in 4 ml of 0.5M aqueous sodium hydroxide is added 1.8 g of ethylthiouroniumhydrobromide. the pH of the solution is adjusted to 9 with a solution of sodium hydroxide and maintained at that pH for 24 hours. The reaction mixture is then neutralized to a pH of 7 with hydrochloric acid and 2-acetylamino-2-difluoromethyl-5-guanidinopentanoic acid is isolated by ion exchange chromatography on an Amberlite IR 120 resin.